Dataset: the Open Reaction Database (ORD), a public repository of structured organic reaction records. Task: describe an organic reaction: reactants, conditions, products, and yield Reactants: ClC(SC=1C=NNC1)(F)Cl (4-{[dichlorofluoromethyl]thio}-1H-pyrazole), O1CCCC1 (tetrahydrofuran), C=O (formaldehyde). The solvent is O (Water), O (water), [OH-].C(CCC)[N+](CCCC)(CCCC)CCCC (tetrabutylammonium hydroxide), O (water). Run at time 4 hour. Yields the product ClC(SC=1C=NN(C1)CO)(F)Cl (4-{[dichlorofluoromethyl]thio}-1H-pyrazole-1-ylmethanol). Reaction SMILES: [Cl:1][C:2]([Cl:10])([F:9])[S:3][C:4]1[CH:5]=[N:6][NH:7][CH:8]=1.[O:11]1CCC[CH2:12]1.C=O>O.[OH-].C([N+](CCCC)(CCCC)CCCC)CCC>[Cl:1][C:2]([Cl:10])([F:9])[S:3][C:4]1[CH:5]=[N:6][N:7]([CH2:12][OH:11])[CH:8]=1 |f:4.5|. Procedure details: 0.19 g of 4-{[dichlorofluoromethyl]thio}-1H-pyrazole was dissolved to 5 ml of tetrahydrofuran. 5 ml of formaldehyde 36% in water and 0.1 ml of tetrabutylammonium hydroxide 10% in water were added to the solution, followed by stirring at room temperature for 4 hours. Water was added to the reaction mixture, and extracted with MTBE. The organic layer was washed with water, dried over anhydrous magnesium sulfate, and filtered. The filtrate was concentrated under reduced pressure. The residue was su... The reactants are C(C1=CC=CC=C1)O (benzyl alcohol), [H-].[Na+] (NaH), ClC1=NC=CC=C1C1=NC(=NO1)C (2-chloro-3-(3-methyl-1,2,4-oxadiazol-5-yl)pyridine). Run in CN(C)C=O (DMF), CN(C)C=O (DMF), CCOCC (Et2O), O (water). Conditions: temperature 20 celsius, time 1 hour. Product: C(C1=CC=CC=C1)OC1=NC=CC=C1C1=NC(=NO1)C (2-(benzyloxy)-3-(3-methyl-1,2,4-oxadiazol-5-yl)pyridine). As a reaction SMILES: [CH2:1]([OH:8])[C:2]1[CH:7]=[CH:6][CH:5]=[CH:4][CH:3]=1.[H-].[Na+].Cl[C:12]1[C:17]([C:18]2[O:22][N:21]=[C:20]([CH3:23])[N:19]=2)=[CH:16][CH:15]=[CH:14][N:13]=1>CN(C=O)C.CCOCC.O>[CH2:1]([O:8][C:12]1[C:17]([C:18]2[O:22][N:21]=[C:20]([CH3:23])[N:19]=2)=[CH:16][CH:15]=[CH:14][N:13]=1)[C:2]1[CH:7]=[CH:6][CH:5]=[CH:4][CH:3]=1 |f:1.2|. Reported procedure: To a solution of benzyl alcohol (1.5 eq) in DMF (0.4M) was added NaH (1.5 eq, 60%) followed by 2-chloro-3-(3-methyl-1,2,4-oxadiazol-5-yl)pyridine (1 eq) in DMF (0.5M) after 30 min.). The reaction was stirred at 20° C. for 1 h, diluted with Et2O and water. The organic extracts were washed with brine, dried over MgSO4, filtered and concentrated. Flash chromatography (Hex:EtOAc; 80:20) afforded the title compound. Reactants: N(=[N+]=[N-])C1=CC=C(C=C1)C(C(=O)O)C(C)C (2-(4-Azidophenyl)-3-methylbutanoic acid), S(=O)(Cl)Cl (thionyl chloride). The product is N(=[N+]=[N-])C1=CC=C(C=C1)C(C(=O)Cl)C(C)C (2-(4-Azidophenyl)-3-methylbutanoyl chloride). As a reaction SMILES: [N:1]([C:4]1[CH:9]=[CH:8][C:7]([CH:10]([CH:14]([CH3:16])[CH3:15])[C:11](O)=[O:12])=[CH:6][CH:5]=1)=[N+:2]=[N-:3].S(Cl)([Cl:19])=O>>[N:1]([C:4]1[CH:9]=[CH:8][C:7]([CH:10]([CH:14]([CH3:16])[CH3:15])[C:11]([Cl:19])=[O:12])=[CH:6][CH:5]=1)=[N+:2]=[N-:3]. Procedure details: 2-(4-Azidophenyl)-3-methylbutanoic acid, 3.68 g, was dissolved in 15 ml of thionyl chloride. After 45 minutes the solution was heated to a boil, then evaporated in vacuum to a residual oil. The oil was twice dissolved in diethyl ether and evaporated in vacuum to a residual oil, and further dried under a nitrogen stream. The infrared spectrum of the oil showed absorption peaks at 2120 cm-1 (azide) and 1810 cm-1 (acid chloride). Procedure: DIAD (0.35 mL; 1.80 mmol; 2.3 eq.) was added dropwise over 1 min to a solution of 6-chloropyridazin-3(2H)-one (153 mg; 1.17 mmol; 1.5 eq.), tert-butyl 5-(hydroxymethyl)-3-{1-[4-(morpholin-4-ylcarbonyl)phenyl]-1H-1,2,3-triazol-4-yl}-1H-indazole-1-carboxylate (393 mg; 0.78 mmol; 1.0 eq.) and triphenylphosphine (430 mg; 1.64 mmol; 2.1 eq.) in DCM (15 mL). The reaction mixture was stirred at RT for 16 h, then diluted with DCM and sequentially washed with a 1N HCl solution and brine, dried over magne... Product: ClC1=NN(C(C=C1)=O)CC=1C=C2C(=NN(C2=CC1)C(=O)OC(C)(C)C)C=1N=NN(C1)C1=CC=C(C=C1)C(=O)N1CCOCC1 (tert-butyl 5-[(3-chloro-6-oxopyridazin-1(6H)-yl)methyl]-3-{1-[4-(morpholin-4-ylcarbonyl)phenyl]-1H-1,2,3-triazol-4-yl}-1H-indazole-1-carboxylate). Isolated yield 65.7%. Starting materials: CC(C)OC(=O)/N=N/C(=O)OC(C)C (DIAD), ClC=1C=CC(NN1)=O (6-chloropyridazin-3(2H)-one), OCC=1C=C2C(=NN(C2=CC1)C(=O)OC(C)(C)C)C=1N=NN(C1)C1=CC=C(C=C1)C(=O)N1CCOCC1 (tert-butyl 5-(hydroxymethyl)-3-{1-[4-(morpholin-4-ylcarbonyl)phenyl]-1H-1,2,3-triazol-4-yl}-1H-indazole-1-carboxylate), C1(=CC=CC=C1)P(C1=CC=CC=C1)C1=CC=CC=C1 (triphenylphosphine). Run at time 16 hour. Solvent: C(Cl)Cl (DCM), C(Cl)Cl (DCM). RXN SMILES: CC(OC(/N=N/C(OC(C)C)=O)=O)C.[Cl:15][C:16]1[CH:17]=[CH:18][C:19](=[O:22])[NH:20][N:21]=1.O[CH2:24][C:25]1[CH:26]=[C:27]2[C:31](=[CH:32][CH:33]=1)[N:30]([C:34]([O:36][C:37]([CH3:40])([CH3:39])[CH3:38])=[O:35])[N:29]=[C:28]2[C:41]1[N:42]=[N:43][N:44]([C:46]2[CH:51]=[CH:50][C:49]([C:52]([N:54]3[CH2:59][CH2:58][O:57][CH2:56][CH2:55]3)=[O:53])=[CH:48][CH:47]=2)[CH:45]=1.C1(P(C2C=CC=CC=2)C2C=CC=CC=2)C=CC=CC=1>C(Cl)Cl>[Cl:15][C:16]1[CH:17]=[CH:18][C:19](=[O:22])[N:20]([CH2:24][C:25]2[CH:26]=[C:27]3[C:31](=[CH:32][CH:33]=2)[N:30]([C:34]([O:36][C:37]([CH3:40])([CH3:38])[CH3:39])=[O:35])[N:29]=[C:28]3[C:41]2[N:42]=[N:43][N:44]([C:46]3[CH:51]=[CH:50][C:49]([C:52]([N:54]4[CH2:59][CH2:58][O:57][CH2:56][CH2:55]4)=[O:53])=[CH:48][CH:47]=3)[CH:45]=2)[N:21]=1. The reactants are Cl.C(C1=CC=CC=C1)C1CNCCC1 (3-benzylpiperidine hydrochloride), BrCCCCC(=O)OC (methyl 5-bromovalerate), C([O-])([O-])=O.[K+].[K+] (potassium carbonate). The solvent is CN(C)C=O (DMF), O (water), C(C)OCC (diethyl ether). Reaction conditions: temperature 110 celsius. The product is COC(CCCCN1CC(CCC1)CC1=CC=CC=C1)=O (5-[(3-Benzyl)-1-piperidinyl]valeric acid methyl ester). Yield: 64.7%. As a reaction SMILES: Cl.[CH2:2]([CH:9]1[CH2:14][CH2:13][CH2:12][NH:11][CH2:10]1)[C:3]1[CH:8]=[CH:7][CH:6]=[CH:5][CH:4]=1.Br[CH2:16][CH2:17][CH2:18][CH2:19][C:20]([O:22][CH3:23])=[O:21].C(=O)([O-])[O-].[K+].[K+]>CN(C=O)C.O.C(OCC)C>[CH3:23][O:22][C:20](=[O:21])[CH2:19][CH2:18][CH2:17][CH2:16][N:11]1[CH2:12][CH2:13][CH2:14][CH:9]([CH2:2][C:3]2[CH:8]=[CH:7][CH:6]=[CH:5][CH:4]=2)[CH2:10]1 |f:0.1,3.4.5|. Reported procedure: To a solution of 3-benzylpiperidine hydrochloride (2 g, 9.4 mmol) in DMF (40 mL) were added methyl 5-bromovalerate (1.6 mL, 11.3 mmol) and potassium carbonate (3.2 g, 23.6 mmol). This heterogeneous mixture was heated at 110° C. for 1 hr then cooled at 25° C., diluted with water (200 mL) and diethyl ether (200 mL). The aqueous solution was extracted with diethyl ether (100 mL) and the collected organic phase was washed with brine (200 mL), dried and concentrated in vacuum. The crude compound was ... The reactants are C(C)(C)(C)OC(=O)NC=1SC=C(N1)C(C(=O)N[C@@H]1C(N([C@@H]1CN1C(OCC1)=O)S(=O)(=O)O)=O)=O ((3S,4R)-3-(2-(2-((tert-butoxycarbonyl)amino)thiazol-4-yl)-2-oxoacetamido)-2-oxo-4-((2-oxooxazolidin-3-yl)methyl)azetidine-1-sulfonic acid), C(C)(C)(C)OC(=O)NC=1SC=C(N1)C(C(=O)N[C@@H]1C(N([C@@H]1CN1C(OCC1)=O)S(=O)(=O)O)=O)=O ((3S,4R)-3-(2-(2-((tert-butoxycarbonyl)amino)thiazol-4-yl)-2-oxoacetamido)-2-oxo-4-((2-oxooxazolidin-3-yl)methyl)azetidine-1-sulfonic acid), NO[C@@H](COC1=CC=C(C(NC2CCN(CC2)C(=O)OC(C)(C)C)=N)C=C1)C(=O)OC(C1=CC=CC=C1)C1=CC=CC=C1 ((S)-tert-butyl 4-(4-(2-(aminooxy)-3-(benzhydryloxy)-3-oxopropoxy)benzimidamido)piperidine-1-carboxylate), CC(=O)O (AcOH). The solvent is CCO (EtOH), C(Cl)(Cl)Cl (CHCl3), C(Cl)(Cl)Cl (CHCl3), CCO (EtOH). Run at time 2 hour. Yields the product C(C1=CC=CC=C1)(C1=CC=CC=C1)OC([C@H](COC1=CC=C(C=C1)C(NC1CCN(CC1)C(=O)OC(C)(C)C)=N)O\N=C(/C(=O)N[C@@H]1C(N([C@@H]1CN1C(OCC1)=O)S(=O)(=O)O)=O)\C=1N=C(SC1)NC(=O)OC(C)(C)C)=O ((3S,4R)-3-((Z)-2-((((S)-1-(benzhydryloxy)-3-(4-(N-(1-(tert-butoxycarbonyl)piperidin-4-yl)carbamimidoyl)phenoxy)-1-oxopropan-2-yl)oxy)imino)-2-(2-((tert-butoxycarbonyl)amino)thiazol-4-yl)acetamido)-2-oxo-4-((2-oxooxazolidin-3-yl)methyl)azetidine-1-sulfonic acid). The yield is 32.7%. Reaction SMILES: [C:1]([O:5][C:6]([NH:8][C:9]1[S:10][CH:11]=[C:12]([C:14](=O)[C:15]([NH:17][C@H:18]2[C@@H:21]([CH2:22][N:23]3[CH2:27][CH2:26][O:25][C:24]3=[O:28])[N:20]([S:29]([OH:32])(=[O:31])=[O:30])[C:19]2=[O:33])=[O:16])[N:13]=1)=[O:7])([CH3:4])([CH3:3])[CH3:2].[NH2:35][O:36][C@H:37]([C:62]([O:64][CH:65]([C:72]1[CH:77]=[CH:76][CH:75]=[CH:74][CH:73]=1)[C:66]1[CH:71]=[CH:70][CH:69]=[CH:68][CH:67]=1)=[O:63])[CH2:38][O:39][C:40]1[CH:61]=[CH:60][C:43]([C:44](=[NH:59])[NH:45][CH:46]2[CH2:51][CH2:50][N:49]([C:52]([O:54][C:55]([CH3:58])([CH3:57])[CH3:56])=[O:53])[CH2:48][CH2:47]2)=[CH:42][CH:41]=1.CC(O)=O>C(Cl)(Cl)Cl.CCO>[CH:65]([O:64][C:62](=[O:63])[C@@H:37]([O:36]/[N:35]=[C:14](/[C:12]1[N:13]=[C:9]([NH:8][C:6]([O:5][C:1]([CH3:3])([CH3:4])[CH3:2])=[O:7])[S:10][CH:11]=1)\[C:15]([NH:17][C@H:18]1[C@@H:21]([CH2:22][N:23]2[CH2:27][CH2:26][O:25][C:24]2=[O:28])[N:20]([S:29]([OH:32])(=[O:30])=[O:31])[C:19]1=[O:33])=[O:16])[CH2:38][O:39][C:40]1[CH:61]=[CH:60][C:43]([C:44](=[NH:59])[NH:45][CH:46]2[CH2:51][CH2:50][N:49]([C:52]([O:54][C:55]([CH3:56])([CH3:57])[CH3:58])=[O:53])[CH2:48][CH2:47]2)=[CH:42][CH:41]=1)([C:66]1[CH:71]=[CH:70][CH:69]=[CH:68][CH:67]=1)[C:72]1[CH:73]=[CH:74][CH:75]=[CH:76][CH:77]=1. Procedure details: To a soln of (3S,4R)-3-(2-(2-((tert-butoxycarbonyl)amino)thiazol-4-yl)-2-oxoacetamido)-2-oxo-4-((2-oxooxazolidin-3-yl)methyl)azetidine-1-sulfonic acid (170 mg, 0.328 mmol) in CHCl3 (2 mL, ratio: 1) and EtOH (6 mL, ratio: 3) was added (S)-tert-butyl 4-(4-(2-(aminooxy)-3-(benzhydryloxy)-3-oxopropoxy)benzimidamido)piperidine-1-carboxylate (prepared according to WO2013110643, 193 mg, 0.328 mmol). After stirring for 2 h, AcOH (19 μL, 0.328 mmol) was added. After 12 h, more solution of (3S,4R)-3-(2-(2... Reactants: FC1=C(C=CC=C1F)CSC1=NC(=CC(=N1)NS(=O)(=O)N1CCC1)OC[C@H]1OC(OC1)(C)C (N-[2-[[(2,3-difluorophenyl)methyl]thio]-6-[[(4R)-2,2-dimethyl-1,3-dioxolan-4-yl]methoxy]-4-pyrimidinyl]-1-azetidinesulfonamide), product, O (H2O), C1(=CC=C(C=C1)S(=O)(=O)[O-])C.[NH+]1=CC=CC=C1 (pyridinium p-toluenesulfonate). The solvent is CO (methanol). Product: FC1=C(C=CC=C1F)CSC1=NC(=CC(=N1)NS(=O)(=O)N1CCC1)OC[C@H](CO)O (N-[2-([(2,3-difluorophenyl)methyl]thio]-6-[[(2S)-2,3-dihydroxypropyl]oxy]-4-pyrimidinyl]-1-azetidinesulfonamide). As a reaction SMILES: [F:1][C:2]1[C:7]([F:8])=[CH:6][CH:5]=[CH:4][C:3]=1[CH2:9][S:10][C:11]1[N:16]=[C:15]([NH:17][S:18]([N:21]2[CH2:24][CH2:23][CH2:22]2)(=[O:20])=[O:19])[CH:14]=[C:13]([O:25][CH2:26][C@@H:27]2[CH2:31][O:30]C(C)(C)[O:28]2)[N:12]=1.O.C1(C)C=CC(S([O-])(=O)=O)=CC=1.[NH+]1C=CC=CC=1>CO>[F:1][C:2]1[C:7]([F:8])=[CH:6][CH:5]=[CH:4][C:3]=1[CH2:9][S:10][C:11]1[N:16]=[C:15]([NH:17][S:18]([N:21]2[CH2:24][CH2:23][CH2:22]2)(=[O:20])=[O:19])[CH:14]=[C:13]([O:25][CH2:26][C@@H:27]([OH:28])[CH2:31][OH:30])[N:12]=1 |f:2.3|. Reported procedure: To a solution of N-[2-[[(2,3-difluorophenyl)methyl]thio]-6-[[(4R)-2,2-dimethyl-1,3-dioxolan-4-yl]methoxy]-4-pyrimidinyl]-1-azetidinesulfonamide (the product of step ii) (0.48 g) in methanol (5 mL)/H2O (0.1 mL) was added pyridinium p-toluenesulfonate (0.12 g) and the mixture was stirred at reflux for 2 h. The reaction mixture was evaporated, suspended in H2O and extracted with EtOAc (×2). The combined organic layers were dried (MgSO4), filtered and evaporated. The residue was triturated with DCM ... The reactants are CNCCO (2-methylaminoethanol), C(C)(C)N(CC)C(C)C (diisopropylethylamine), CC=1C=C(C=CC1)S(=O)(=O)Cl (3-methylphenylsulfonyl chloride). Solvent: ClCCl (dichloromethane). Product: CN(CCOS(=O)(=O)C=1C=C(C=CC1)C)S(=O)(=O)C=1C=C(C=CC1)C (Toluene-3-sulfonic Acid 2-(Methyl-(toluene-3-sulfonyl)-amino)-ethyl Ester). Isolated yield 50.1%. RXN SMILES: [CH3:1][NH:2][CH2:3][CH2:4][OH:5].C(N([CH:12]([CH3:14])[CH3:13])CC)(C)C.[CH3:15][C:16]1[CH:17]=[C:18]([S:22](Cl)(=[O:24])=[O:23])[CH:19]=[CH:20][CH:21]=1>ClCCl>[CH3:1][N:2]([S:22]([C:18]1[CH:19]=[C:12]([CH3:13])[CH:14]=[CH:16][CH:17]=1)(=[O:24])=[O:23])[CH2:3][CH2:4][O:5][S:22]([C:18]1[CH:17]=[C:16]([CH3:15])[CH:21]=[CH:20][CH:19]=1)(=[O:24])=[O:23]. Procedure: To a solution of 2-methylaminoethanol (1.0 g, 13 mmol) and diisopropylethylamine (5.8 ml, 33 mmol) in dichloromethane (50 ml) at room temperature was added 3-methylphenylsulfonyl chloride (5.6 g, 29 mmol). The solution was heated to reflux under argon for 12 hours then cooled and partitioned between saturated aqueous sodium bicarbonate and dichloromethane. The organic phase was dried over sodium sulfate and concentrated in vacuo. The residue was purified by silica gel chromatography to afford th... Run in O (water), [Na+].[Cl-] (NaCl). Product: OCCNC=1C=CC=2N(N1)C(=CN2)C2=CC=C(C=C2)O (4-[6-(2-hydroxyethylamino)imidazo[1,2-b]pyridazin-3-yl]phenol). Reaction conditions: temperature 90 celsius, time 19 hour. Reaction SMILES: Br[C:2]1[N:6]2[N:7]=[C:8]([NH:11][CH2:12][CH2:13][OH:14])[CH:9]=[CH:10][C:5]2=[N:4][CH:3]=1.[OH:15][C:16]1[CH:21]=[CH:20][C:19](B(O)O)=[CH:18][CH:17]=1.COCCOC.[OH-].[Na+]>O.[Na+].[Cl-].C1C=CC([P]([Pd]([P](C2C=CC=CC=2)(C2C=CC=CC=2)C2C=CC=CC=2)([P](C2C=CC=CC=2)(C2C=CC=CC=2)C2C=CC=CC=2)[P](C2C=CC=CC=2)(C2C=CC=CC=2)C2C=CC=CC=2)(C2C=CC=CC=2)C2C=CC=CC=2)=CC=1>[OH:14][CH2:13][CH2:12][NH:11][C:8]1[CH:9]=[CH:10][C:5]2[N:6]([C:2]([C:19]3[CH:20]=[CH:21][C:16]([OH:15])=[CH:17][CH:18]=3)=[CH:3][N:4]=2)[N:7]=1 |f:3.4,6.7,^1:39,41,60,79|. The reagents and catalysts are C=1C=CC(=CC1)[P](C=2C=CC=CC2)(C=3C=CC=CC3)[Pd]([P](C=4C=CC=CC4)(C=5C=CC=CC5)C=6C=CC=CC6)([P](C=7C=CC=CC7)(C=8C=CC=CC8)C=9C=CC=CC9)[P](C=1C=CC=CC1)(C=1C=CC=CC1)C=1C=CC=CC1 (tetrakis(triphenylphosphine)palladium(0)). The yield is 44.8%. Starting materials: BrC1=CN=C2N1N=C(C=C2)NCCO (2-(3-Bromoimidazo[1,2-b]pyridazin-6-ylamino)ethanol), OC1=CC=C(C=C1)B(O)O (4-hydroxybenzene boronic acid), COCCOC (dimethyl glycol), [OH-].[Na+] (NaOH), [OH-].[Na+] (NaOH). Reported procedure: 85 mg (0.33 mmol) of 2-(3-bromoimidazo[1,2-b]pyridazin-6-ylamino)ethanol (Example 1.5), 69 mg (0.5 mmol) of 4-hydroxybenzene boronic acid and 76 mg (0.066 mmol) of tetrakis(triphenylphosphine)palladium(0) were mixed under argon with 3.4 ml of dimethyl glycol and 2 ml of an aqueous NaOH solution (a stock solution of 190 mg of NaOH in 10 ml of water). The mixture was stirred at 90° C. for 19 hours. After cooling, the mixture was diluted with sat. NaCl solution and extracted 2× with ethyl acetate. ...